This data is from the Open Reaction Database (ORD), a public repository of structured organic reaction records. The task is: describe an organic reaction: reactants, conditions, products, and yield Reactants: CN(C)CCN, Cc1ccccc1, Clc1cc2nc(Cl)c(-c3ccccn3)nc2cc1Cl. As a reaction SMILES: [CH3:20][N:21]([CH2:22][CH2:23][NH2:24])[CH3:25].[CH3:26][c:27]1[cH:28][cH:29][cH:30][cH:31][cH:32]1.[Cl:1][c:2]1[n:3][c:4]2[cH:5][c:6]([Cl:19])[c:7]([Cl:18])[cH:8][c:9]2[n:10][c:11]1-[c:12]1[n:13][cH:14][cH:15][cH:16][cH:17]1>>[c:2]1([NH:24][CH2:23][CH2:22][N:21]([CH3:20])[CH3:25])[n:3][c:4]2[cH:5][c:6]([Cl:19])[c:7]([Cl:18])[cH:8][c:9]2[n:10][c:11]1-[c:12]1[n:13][cH:14][cH:15][cH:16][cH:17]1. Product: CN(C)CCNc1nc2cc(Cl)c(Cl)cc2nc1-c1ccccn1. The reactants are CCOC(=O)C(=NOC(c1ccccc1)(c1ccccc1)c1ccccc1)c1csc(NC(c2ccccc2)(c2ccccc2)c2ccccc2)n1, Cl. The product is O=C(O)C(=NOC(c1ccccc1)(c1ccccc1)c1ccccc1)c1csc(NC(c2ccccc2)(c2ccccc2)c2ccccc2)n1. As a reaction SMILES: [CH2:1]([CH3:2])[O:3][C:4]([C:5](=[N:6][O:7][C:8]([c:9]1[cH:10][cH:11][cH:12][cH:13][cH:14]1)([c:15]1[cH:16][cH:17][cH:18][cH:19][cH:20]1)[c:21]1[cH:22][cH:23][cH:24][cH:25][cH:26]1)[c:27]1[n:28][c:29]([NH:32][C:33]([c:34]2[cH:35][cH:36][cH:37][cH:38][cH:39]2)([c:40]2[cH:41][cH:42][cH:43][cH:44][cH:45]2)[c:46]2[cH:47][cH:48][cH:49][cH:50][cH:51]2)[s:30][cH:31]1)=[O:52].[ClH:53]>>[O:3]=[C:4]([C:5](=[N:6][O:7][C:8]([c:9]1[cH:10][cH:11][cH:12][cH:13][cH:14]1)([c:15]1[cH:16][cH:17][cH:18][cH:19][cH:20]1)[c:21]1[cH:22][cH:23][cH:24][cH:25][cH:26]1)[c:27]1[n:28][c:29]([NH:32][C:33]([c:34]2[cH:35][cH:36][cH:37][cH:38][cH:39]2)([c:40]2[cH:41][cH:42][cH:43][cH:44][cH:45]2)[c:46]2[cH:47][cH:48][cH:49][cH:50][cH:51]2)[s:30][cH:31]1)[OH:52]. Reactants: CO, CCOC(=O)c1cc(C(C)C)nn1-c1ncccc1Cl, [Na+], [OH-], O. Product: CC(C)c1cc(C(=O)O)n(-c2ncccc2Cl)n1. Reaction SMILES: [CH3:21][OH:22].[Cl:1][c:2]1[c:3](-[n:8]2[n:9][c:10]([CH:18]([CH3:19])[CH3:20])[cH:11][c:12]2[C:13](=[O:14])[O:15][CH2:16][CH3:17])[n:4][cH:5][cH:6][cH:7]1.[Na+:24].[OH-:23].[OH2:25]>>[Cl:1][c:2]1[c:3](-[n:8]2[n:9][c:10]([CH:18]([CH3:19])[CH3:20])[cH:11][c:12]2[C:13](=[O:14])[OH:15])[n:4][cH:5][cH:6][cH:7]1. Reactants: polyvinyl alcohol, N (ammonia), C(\C=C\C)(=O)O (crotonic acid), C(\C=C\C)(=O)O (crotonic acid), C(\C=C\C)(=O)O (crotonic acid), N (ammonia), C(C)(=O)OC=C (vinyl acetate), C(\C=C\C)(=O)O (crotonic acid), N (ammonia), N (ammonia). The product is C(C)(=O)OC=C.C(\C=C\C)(=O)O (vinyl acetate crotonic acid). As a reaction SMILES: N.[C:2]([OH:7])(=[O:6])/[CH:3]=[CH:4]/[CH3:5].[C:8]([O:11][CH:12]=[CH2:13])(=[O:10])[CH3:9]>>[C:8]([O:11][CH:12]=[CH2:13])(=[O:10])[CH3:9].[C:2]([OH:7])(=[O:6])/[CH:3]=[CH:4]/[CH3:5] |f:3.4|. Procedure: A series of vinyl acetate-crotonic acid interpolymers is prepared by the method of example 1 with variation in the following parameters; acid monomer content, polyvinyl alcohol content, the amount of ammonia added with crotonic acid during the suspension polymerization, and the amount of ammonia added for the final pH adjustment at the stage of latex formation. The results are presented in table 1. In examples 9, 10, 11 and 14, all the crotonic acid is added initially; however ammonia is added i... Reactants: CC(C)O, Cn1c(Br)c(-c2cc(C(=O)O)c(Cl)cc2F)c(Br)c1C(F)(F)F, C1CN=C2CCCN2C1, CN(C)C=O, O. The product is CC(C)OC(=O)c1cc(-c2c(Br)c(C(F)(F)F)n(C)c2Br)c(F)cc1Cl. Reaction SMILES: [CH:1]([CH3:2])([CH3:3])[OH:4].[Cl:14][c:15]1[c:16]([C:17](=[O:18])[OH:19])[cH:20][c:21](-[c:25]2[c:26]([Br:36])[n:27]([CH3:35])[c:28]([C:31]([F:32])([F:33])[F:34])[c:29]2[Br:30])[c:22]([F:24])[cH:23]1.[N:5]12[CH2:6][CH2:7][CH2:8][C:9]1=[N:10][CH2:11][CH2:12][CH2:13]2.[O:38]=[CH:39][N:40]([CH3:41])[CH3:42].[OH2:37]>>[CH:1]([CH3:2])([CH3:3])[O:4][C:17]([c:16]1[c:15]([Cl:14])[cH:23][c:22]([F:24])[c:21](-[c:25]2[c:26]([Br:36])[n:27]([CH3:35])[c:28]([C:31]([F:32])([F:33])[F:34])[c:29]2[Br:30])[cH:20]1)=[O:18].